Dataset: the Open Reaction Database (ORD), a public repository of structured organic reaction records. Task: describe an organic reaction: reactants, conditions, products, and yield The reactants are ClC=1C=CC(=C(CC2CNC(CN(C2=O)C(=O)NC(C(=O)NCC(=O)OC(C)(C)C)CC)=O)C1)OC (tert-butyl {[2-({[6-(5-chloro-2-methoxybenzyl)-3,7-dioxo-1,4-diazepan-1-yl]carbonyl}amino)butanoyl]amino}acetate), Cl.C(C)(C)(C)OC(CN)=O (glycine tert-butyl ester hydrochloride), NC1=CC=CC=C1 (aniline). Yields the product N(C1=CC=CC=C1)C(=O)[C@@H](CC)NC(=O)N1CC(NCC(C1=O)CC1=C(C=CC(=C1)Cl)OC)=O (N-[(1R)-1-(anilinocarbonyl)propyl]-6-(5-chloro-2-methoxybenzyl)-3,7-dioxo-1,4-diazepan-1-carboxamide). As a reaction SMILES: [Cl:1][C:2]1[CH:3]=[CH:4][C:5]([O:35][CH3:36])=[C:6]([CH:34]=1)[CH2:7][CH:8]1[C:14](=[O:15])[N:13]([C:16]([NH:18][CH:19]([CH2:31][CH3:32])[C:20]([NH:22][CH2:23][C:24](OC(C)(C)C)=O)=[O:21])=[O:17])[CH2:12][C:11](=[O:33])[NH:10][CH2:9]1.Cl.C(OC(=O)CN)(C)(C)C.N[C:48]1[CH:53]=CC=[CH:50][CH:49]=1>>[NH:22]([C:20]([C@H:19]([NH:18][C:16]([N:13]1[C:14](=[O:15])[CH:8]([CH2:7][C:6]2[CH:34]=[C:2]([Cl:1])[CH:3]=[CH:4][C:5]=2[O:35][CH3:36])[CH2:9][NH:10][C:11](=[O:33])[CH2:12]1)=[O:17])[CH2:31][CH3:32])=[O:21])[C:23]1[CH:50]=[CH:49][CH:48]=[CH:53][CH:24]=1 |f:1.2|. Procedure: Instead of the starting material compound of Example 220, that is, glycine tert-butyl ester hydrochloride, aniline was used for the similar procedure as in Example 220 to obtain the title compound. The reactants are CCOC(C)=O, [H][H], CCC1(C)OC1CCC(C)=CCOc1ccc2c(c1)OCC2, O=[Pt]. Yields the product CCC1(C)OC1CCC(C)CCOc1ccc2c(c1)OCC2. Reaction SMILES: [CH3:27][CH2:28][O:29][C:30](=[O:31])[CH3:32].[H:23][H:24].[O:1]1[CH:2]([CH2:3][CH2:4][C:5](=[CH:6][CH2:7][O:8][c:9]2[cH:10][c:11]3[c:12]([cH:16][cH:17]2)[CH2:13][CH2:14][O:15]3)[CH3:18])[C:19]1([CH2:20][CH3:21])[CH3:22].[Pt:25]=[O:26]>>[O:1]1[CH:2]([CH2:3][CH2:4][CH:5]([CH2:6][CH2:7][O:8][c:9]2[cH:10][c:11]3[c:12]([cH:16][cH:17]2)[CH2:13][CH2:14][O:15]3)[CH3:18])[C:19]1([CH2:20][CH3:21])[CH3:22]. Starting materials: O1CCN(CC1)C1=NC(=CC(=N1)Cl)Cl (2-Morpholino-4,6-dichloropyrimidine), C(CO)(=O)OCC (ethyl glycolate), [H-].[Na+] (sodium hydride). The solvent is O1CCCC1 (tetrahydrofuran). Run at time 8 hour. The product is C(C)OC(COC1=NC(=NC(=C1)Cl)N1CCOCC1)=O ((6-chloro-2-morpholin-4-yl-pyrimidin-4-yloxy)-acetic acid ethyl ester). Yield: 104.7%. RXN SMILES: [O:1]1[CH2:6][CH2:5][N:4]([C:7]2[N:12]=[C:11](Cl)[CH:10]=[C:9]([Cl:14])[N:8]=2)[CH2:3][CH2:2]1.[C:15]([O:19][CH2:20][CH3:21])(=[O:18])[CH2:16][OH:17].[H-].[Na+]>O1CCCC1>[CH2:20]([O:19][C:15](=[O:18])[CH2:16][O:17][C:11]1[CH:10]=[C:9]([Cl:14])[N:8]=[C:7]([N:4]2[CH2:3][CH2:2][O:1][CH2:6][CH2:5]2)[N:12]=1)[CH3:21] |f:2.3|. Procedure: 2-Morpholino-4,6-dichloropyrimidine (2.34 g; 10 mmol) and ethyl glycolate (1.3 g; 12 mmol) were dissolved in tetrahydrofuran (100 mL), and chilled in an ice bath. To the solution was added sodium hydride (300 mg; 12 mmol), and it was stirred overnight at ambient temperature. The solvents were evaporated, and the solid was dissolved in ethyl acetate (200 mL) which was then washed with water (2×100 mL). The organic layer was dried over magnesium sulfate, and evaporated to give (6-chloro-2-morpholi... The reactants are NC1=CC=C(C=C1)[C@H]1[C@@H](C1)NC(OC(C)(C)C)=O (tert-butyl [trans-2-(4-aminophenyl)cyclopropyl]carbamate), C1(=CC=CC=C1)C(=O)NC=1C=C(C(=O)O)C=CC1 (3-[(phenylcarbonyl)amino]benzoic acid), Cl.C(C)N=C=NCCCN(C)C (N-ethyl-N′-(3-dimethylaminopropyl)carbodiimide hydrochloride), ON1N=NC2=C1C=CC=C2 (1-hydroxybenzotriazole). The solvent is C(C)#N (acetonitrile), C(C)N(CC)CC (triethylamine), O (water), C(C)(=O)OCC (Ethyl acetate). Run at time 8 hour. Yields the product C(C)(C)(C)OC(N[C@H]1[C@@H](C1)C1=CC=C(C=C1)NC(=O)C1=CC(=CC=C1)NC(=O)C1=CC=CC=C1)=O (tert-butyl(trans-2-{4-[({3-[(phenylcarbonyl)amino]phenyl}carbonyl)amino]phenyl}-cyclopropyl)carbamate). Yield: 96.2%. As a reaction SMILES: [NH2:1][C:2]1[CH:7]=[CH:6][C:5]([C@@H:8]2[CH2:10][C@H:9]2[NH:11][C:12](=[O:18])[O:13][C:14]([CH3:17])([CH3:16])[CH3:15])=[CH:4][CH:3]=1.[C:19]1([C:25]([NH:27][C:28]2[CH:29]=[C:30]([CH:34]=[CH:35][CH:36]=2)[C:31](O)=[O:32])=[O:26])[CH:24]=[CH:23][CH:22]=[CH:21][CH:20]=1.Cl.C(N=C=NCCCN(C)C)C.ON1C2C=CC=CC=2N=N1>C(#N)C.C(OCC)(=O)C.O.C(N(CC)CC)C>[C:14]([O:13][C:12](=[O:18])[NH:11][C@@H:9]1[CH2:10][C@H:8]1[C:5]1[CH:6]=[CH:7][C:2]([NH:1][C:31]([C:30]2[CH:34]=[CH:35][CH:36]=[C:28]([NH:27][C:25]([C:19]3[CH:24]=[CH:23][CH:22]=[CH:21][CH:20]=3)=[O:26])[CH:29]=2)=[O:32])=[CH:3][CH:4]=1)([CH3:15])([CH3:17])[CH3:16] |f:2.3|. Procedure: To a solution of tert-butyl [trans-2-(4-aminophenyl)cyclopropyl]carbamate (124 mg) described in a document (J. Am. Chem. Soc., 2010, 132, 6827.) in acetonitrile (4 mL) were added 3-[(phenylcarbonyl)amino]benzoic acid (100 mg), N-ethyl-N′-(3-dimethylaminopropyl)carbodiimide hydrochloride (95 mg), 1-hydroxybenzotriazole (67.2 mg) and triethylamine (69 μL). The mixture was stirred at room temperature overnight and water was added. Ethyl acetate was added to the mixture, and the resulting solid was ... The reactants are C1(=CC=CC=C1)C1(CCNCC1)C(CC)=O (4-phenyl-4-propionylpiperidine), BrCCCC1=CC=CC=C1 (1-bromo-3-phenylpropane), C([O-])([O-])=O.[Na+].[Na+] (sodium carbonate). The solvent is C(CCC)O (n-butanol). Yields the product C1(=CC=CC=C1)C1(CCN(CC1)CCCC1=CC=CC=C1)C(CC)=O (4-phenyl-1-(3-phenylpropyl)-4-propionylpiperidine). RXN SMILES: [C:1]1([C:7]2([C:13](=[O:16])[CH2:14][CH3:15])[CH2:12][CH2:11][NH:10][CH2:9][CH2:8]2)[CH:6]=[CH:5][CH:4]=[CH:3][CH:2]=1.Br[CH2:18][CH2:19][CH2:20][C:21]1[CH:26]=[CH:25][CH:24]=[CH:23][CH:22]=1.C(=O)([O-])[O-].[Na+].[Na+]>C(O)CCC>[C:1]1([C:7]2([C:13](=[O:16])[CH2:14][CH3:15])[CH2:8][CH2:9][N:10]([CH2:18][CH2:19][CH2:20][C:21]3[CH:26]=[CH:25][CH:24]=[CH:23][CH:22]=3)[CH2:11][CH2:12]2)[CH:2]=[CH:3][CH:4]=[CH:5][CH:6]=1 |f:2.3.4|. Procedure: 6 g 4-phenyl-4-propionylpiperidine and 3.6 ml 1-bromo-3-phenylpropane was refluxed in 500 ml n-butanol with 10 g sodium carbonate for 16 hours. The reaction mixture was filtered through a silica plug and concentrated in vacuo. The residue was taken up in ethyl acetate and washed with water, then saturated brine and dried over potassium carbonate. The solution was concentrated in vacuo, 8 g of the residue was taken up in 150 ml acetonitrile and heated with 2.5 g fumaric acid. The resulting precip... Starting materials: C(C)OC(=O)C1=C(N=CS1)OC1=CC(=CC=C1)C#N (4-(3-cyano-phenoxy)-thiazole-5-carboxylic acid ethyl ester), [Li+].[OH-] (LiOH), C1CCOC1 (THF). Solvent: Cl (HCl). Reaction conditions: time 18 hour. Product: C(#N)C=1C=C(OC=2N=CSC2C(=O)O)C=CC1 (4-(3-Cyano-phenoxy)-thiazole-5-carboxylic Acid). Yield: 76.9%. Reaction SMILES: C([O:3][C:4]([C:6]1[S:10][CH:9]=[N:8][C:7]=1[O:11][C:12]1[CH:17]=[CH:16][CH:15]=[C:14]([C:18]#[N:19])[CH:13]=1)=[O:5])C.[Li+].[OH-].C1COCC1>Cl>[C:18]([C:14]1[CH:13]=[C:12]([CH:17]=[CH:16][CH:15]=1)[O:11][C:7]1[N:8]=[CH:9][S:10][C:6]=1[C:4]([OH:5])=[O:3])#[N:19] |f:1.2|. Procedure details: A mixture of 375 mg (1.4 mmol) 4-(3-cyano-phenoxy)-thiazole-5-carboxylic acid ethyl ester, 1.4 ml 1M LiOH, and 10 mL of THF was stirred for 18 hours at room temperature. The mixture was concentrated via rotary evaporation to yield yellow oil. The oil was diluted with 1N HCl (30 mL) precipitating a white solid. The solid was filtered then dried in a drying pistol giving 265 mg of white powder.